The task is: describe an organic reaction: reactants, conditions, products, and yield. This data is from the Open Reaction Database (ORD), a public repository of structured organic reaction records. Starting materials: [BH4-], CC(C)O, C[O-], [Na+], [Na+], O, Cc1cn2ccc3c(c2n1)NC(c1ccccc1)C(O)C3=O. Yields the product Cc1cn2ccc3c(c2n1)NC(c1ccccc1)C(O)C3O. RXN SMILES: [BH4-:23].[CH3:26][CH:27]([OH:28])[CH3:29].[CH3:30][O-:31].[Na+:24].[Na+:32].[OH2:25].[OH:1][CH:2]1[CH:3]([c:17]2[cH:18][cH:19][cH:20][cH:21][cH:22]2)[NH:4][c:5]2[c:6]3[n:7]([cH:8][cH:9][c:10]2[C:11]1=[O:12])[cH:13][c:14]([CH3:16])[n:15]3>>[OH:1][CH:2]1[CH:3]([c:17]2[cH:18][cH:19][cH:20][cH:21][cH:22]2)[NH:4][c:5]2[c:6]3[n:7]([cH:8][cH:9][c:10]2[CH:11]1[OH:12])[cH:13][c:14]([CH3:16])[n:15]3.